This data is from the Open Reaction Database (ORD), a public repository of structured organic reaction records. The task is: describe an organic reaction: reactants, conditions, products, and yield Starting materials: FC(S(=O)(=O)OC=1C2=C(N=C(N1)C1=CC=CC=C1)CCCS2(=O)=O)(F)F (5,5-dioxido-2-phenyl-7,8-dihydro-6H-thiopyrano[3,2-d]pyrimidin-4-yl trifluoromethanesulfonate), NC1=CC=C(C=C1)CC(=O)N (2-(4-aminophenyl)acetamide). Product: O=S1(CCCC=2N=C(N=C(C21)NC2=CC=C(C=C2)CC(=O)N)C2=CC=CC=C2)=O (2-(4-((5,5-dioxido-2-phenyl-7,8-dihydro-6H-thiopyrano[3,2-d]pyrimidin-4-yl)amino)phenyl)acetamide). Yield: 60.8%. As a reaction SMILES: FC(F)(F)S(O[C:7]1[C:8]2[S:22](=[O:24])(=[O:23])[CH2:21][CH2:20][CH2:19][C:9]=2[N:10]=[C:11]([C:13]2[CH:18]=[CH:17][CH:16]=[CH:15][CH:14]=2)[N:12]=1)(=O)=O.[NH2:27][C:28]1[CH:33]=[CH:32][C:31]([CH2:34][C:35]([NH2:37])=[O:36])=[CH:30][CH:29]=1>>[O:23]=[S:22]1(=[O:24])[C:8]2[C:7]([NH:27][C:28]3[CH:29]=[CH:30][C:31]([CH2:34][C:35]([NH2:37])=[O:36])=[CH:32][CH:33]=3)=[N:12][C:11]([C:13]3[CH:18]=[CH:17][CH:16]=[CH:15][CH:14]=3)=[N:10][C:9]=2[CH2:19][CH2:20][CH2:21]1. Reported procedure: Following general procedure G, 5,5-dioxido-2-phenyl-7,8-dihydro-6H-thiopyrano[3,2-d]pyrimidin-4-yl trifluoromethanesulfonate (0.125 g, 0.31 mmol) was reacted with 2-(4-aminophenyl)acetamide (0.051 g, 0.34 mmol) to afford the desired product (0.077 g, 61%) as a white solid. MW=408.47. 1H NMR (DMSO-d6, 500 MHz) δ 8.74 (s, 1H), 8.30-8.25 (m, 2H), 7.61 (d, J=8.5 Hz, 2H), 7.59-7.50 (m, 3H), 7.48 (s, 1H), 7.33 (d, J=8.5 Hz, 2H), 6.89 (s, 1H), 3.77-3.71 (m, 2H), 3.40 (s, 2H), 3.08 (t, J=6.5 Hz, 2H), 2.... Starting materials: FC=1C=C(C=CC1N1CCSCC1)N1C(OC(C1)CNC(C)=O)=O (N-[[3-[3-fluoro-4-(4-thiomorpholinyl) phenyl]-2-oxo-5-oxazolidinyl]methyl]acetamide), I(=O)(=O)(=O)[O-].[Na+] (Sodium metaperiodate), CO (Methanol). Solvent: O (water). Run at temperature 0 celsius, time 4 hour. Yields the product FC=1C=C(C=CC1N1CCS(CC1)=O)N1C(O[C@H](C1)CNC(C)=O)=O ((S)--N--[[3-[3-fluoro-4-(1-oxothiomorpholin-4-yl)phenyl]-2-oxo-5-oxazolidinyl]methyl]acetamide). As a reaction SMILES: I([O-])(=O)(=O)=O.[Na+].[F:7][C:8]1[CH:9]=[C:10]([N:20]2[CH2:24][CH:23]([CH2:25][NH:26][C:27](=[O:29])[CH3:28])[O:22][C:21]2=[O:30])[CH:11]=[CH:12][C:13]=1[N:14]1[CH2:19][CH2:18][S:17][CH2:16][CH2:15]1.C[OH:32]>O>[F:7][C:8]1[CH:9]=[C:10]([N:20]2[CH2:24][C@H:23]([CH2:25][NH:26][C:27](=[O:29])[CH3:28])[O:22][C:21]2=[O:30])[CH:11]=[CH:12][C:13]=1[N:14]1[CH2:15][CH2:16][S:17](=[O:32])[CH2:18][CH2:19]1 |f:0.1|. Reported procedure: Sodium metaperiodate (42 mg, 0.196 mmol) was dissolved in water (1 mL) and then cooled to 0° C. (ice bath). Next, the N-[[3-[3-fluoro-4-(4-thiomorpholinyl) phenyl]-2-oxo-5-oxazolidinyl]methyl]acetamide (66 mg, 0.187 mmol) was added. Methanol (3 mL) was added to increase solubility. The reaction was stirred at 0° C. for an additional 4 hours under N2 before being stoppered and stored in the freezer (65 hours). The reaction was filtered through a medium-porosity sintered glass funnel, rinsing the ... The yield is 75.5%. Reaction SMILES: [Br:1][C:2]1[CH:7]=[CH:6][C:5]([C:8]([C:12]2[CH:17]=[CH:16][C:15]([Br:18])=[CH:14][CH:13]=2)=[CH:9][CH2:10][OH:11])=[CH:4][CH:3]=1.C(P(CCCC)CCCC)CCC.[CH2:32]([O:34][C:35](=[O:48])[C@@H:36]([O:45][CH2:46][CH3:47])[CH2:37][C:38]1[CH:43]=[CH:42][C:41](O)=[CH:40][CH:39]=1)[CH3:33]>>[CH2:32]([O:34][C:35](=[O:48])[C@@H:36]([O:45][CH2:46][CH3:47])[CH2:37][C:38]1[CH:43]=[CH:42][C:41]([O:11][CH2:10][CH:9]=[C:8]([C:12]2[CH:13]=[CH:14][C:15]([Br:18])=[CH:16][CH:17]=2)[C:5]2[CH:6]=[CH:7][C:2]([Br:1])=[CH:3][CH:4]=2)=[CH:40][CH:39]=1)[CH3:33]. Starting materials: BrC1=CC=C(C=C1)C(=CCO)C1=CC=C(C=C1)Br (3,3-bis-(4-bromophenyl)-prop-2-en-1-ol), C(CCC)P(CCCC)CCCC (tributylphosphine), C(C)OC([C@H](CC1=CC=C(C=C1)O)OCC)=O ((2S)-2-ethoxy-3-(4-hydroxy-phenyl)-propionic acid ethyl ester), azodicarboxylic dipiperidide. Product: C(C)OC([C@H](CC1=CC=C(C=C1)OCC=C(C1=CC=C(C=C1)Br)C1=CC=C(C=C1)Br)OCC)=O ((2S)-3-{4-[3,3-Bis-(4-bromophenyl)-allyloxy]-phenyl}-2-ethoxy-propionic acid ethyl ester). Procedure details: Reaction of 3,3-bis-(4-bromophenyl)-prop-2-en-1-ol (2.60 g, 7.0 mmol), tributylphosphine (2.52 g, 10.0 mmol), (2S)-2-ethoxy-3-(4-hydroxy-phenyl)-propionic acid ethyl ester (1.50 g, 6.3 mmol) and azodicarboxylic dipiperidide (2.02 g, 10.0 mmol) in an identical manner to example 3 gave the title compound (2.8 g, 75%).